From a dataset of the Open Reaction Database (ORD), a public repository of structured organic reaction records. describe an organic reaction: reactants, conditions, products, and yield The reactants are C1COCCO1, CCOC(C)=O, O=[N+]([O-])c1c(NC2CC2)nc(C2CC2)nc1N1CCCCCC1, N, O. The product is Nc1c(NC2CC2)nc(C2CC2)nc1N1CCCCCC1. RXN SMILES: [CH2:25]1[O:26][CH2:27][CH2:28][O:29][CH2:30]1.[CH3:32][CH2:33][O:34][C:35](=[O:36])[CH3:37].[N:1]1([c:8]2[c:9]([N+:21]([O-:22])=[O:23])[c:10]([NH:17][CH:18]3[CH2:19][CH2:20]3)[n:11][c:12]([CH:14]3[CH2:15][CH2:16]3)[n:13]2)[CH2:2][CH2:3][CH2:4][CH2:5][CH2:6][CH2:7]1.[NH3:24].[OH2:31]>>[N:1]1([c:8]2[c:9]([NH2:21])[c:10]([NH:17][CH:18]3[CH2:19][CH2:20]3)[n:11][c:12]([CH:14]3[CH2:15][CH2:16]3)[n:13]2)[CH2:2][CH2:3][CH2:4][CH2:5][CH2:6][CH2:7]1. Starting materials: C=C(Br)C[Si](C)(C)C, [Cl-], [Cl-], [Cl-], [Cl-], ClCCl, CCOC(=O)C(=O)C(F)(F)F, [Ti+4]. The product is C=C(Br)CC(O)(C(=O)OCC)C(F)(F)F. RXN SMILES: [Br:1][C:2]([CH2:3][Si:4]([CH3:5])([CH3:6])[CH3:7])=[CH2:8].[Cl-:23].[Cl-:24].[Cl-:25].[Cl-:26].[Cl:20][CH2:21][Cl:22].[F:9][C:10]([C:11]([C:12](=[O:13])[O:14][CH2:15][CH3:16])=[O:17])([F:18])[F:19].[Ti+4:27]>>[Br:1][C:2]([CH2:3][C:11]([C:10]([F:9])([F:18])[F:19])([C:12](=[O:13])[O:14][CH2:15][CH3:16])[OH:17])=[CH2:8]. Starting materials: N1=CC=CC=2NC(CCC(C21)=O)=O (5H-pyrido[3,2-b]azepine-6,9(7H,8H)-dione), [K+].[Br-] (KBr), C15H14N4O, C1(=CC=CC=C1)NN (phenylhydrazine), C(C)(=O)[O-].[Na+] (sodium acetate). Solvent: C(C)(=O)O (acetic acid). Run at temperature 70 celsius, time 1 hour. Yields the product C1(=CC=CC=C1)NN=C1C2=C(NC(CC1)=O)C=CC=N2 (7,8-Dihydro-5H-pyrido[3,2-b]azepine-6,9-dione 9-(phenylhydrazone)). As a reaction SMILES: [N:1]1[C:11]2[C:10](=O)[CH2:9][CH2:8][C:7](=[O:13])[NH:6][C:5]=2[CH:4]=[CH:3][CH:2]=1.[C:14]1([NH:20][NH2:21])[CH:19]=[CH:18][CH:17]=[CH:16][CH:15]=1.C([O-])(=O)C.[Na+].[K+].[Br-]>C(O)(=O)C>[C:14]1([NH:20][N:21]=[C:10]2[CH2:9][CH2:8][C:7](=[O:13])[NH:6][C:5]3[CH:4]=[CH:3][CH:2]=[N:1][C:11]2=3)[CH:19]=[CH:18][CH:17]=[CH:16][CH:15]=1 |f:2.3,4.5|. Procedure: 176 mg (1.0 mmol) 5H-pyrido[3,2-b]azepine-6,9(7H,8H)-dione and 162 mg (1.5 mmol) phenylhydrazine were suspended in glacial acetic acid (11 ml) and stirred for 1 hour at 70° C. After cooling to room temperature, the mixture was poured into a 5% aqueous sodium acetate solution. The mixture was extracted with 4×20 ml ethyl acetate. The combined organic layers were dried over sodium sulfate, and evaporated to dryness. Recrystallization from ethanol afforded a white solid, yield: 82 mg (32%); m.p. 20... The reactants are C(C)N(CCCN1N=C(C2=CC(=CC=C12)I)N)CC (1-(3-diethylaminopropyl)-3-amino-5-iodoindazole), Cl (hydrogen chloride), C(C)OCC (diethyl ether). The solvent is C(C)O (ethyl alcohol). Product: Cl.Cl.C(C)N(CCCN1N=C(C2=CC(=CC=C12)I)N)CC (1-(3-diethylaminopropyl)-3-amino-5-iodoindazole dihydrochloride). Reaction SMILES: [CH2:1]([N:3]([CH2:18][CH3:19])[CH2:4][CH2:5][CH2:6][N:7]1[C:15]2[C:10](=[CH:11][C:12]([I:16])=[CH:13][CH:14]=2)[C:9]([NH2:17])=[N:8]1)[CH3:2].[ClH:20].C(OCC)C>C(O)C>[ClH:20].[ClH:20].[CH2:18]([N:3]([CH2:1][CH3:2])[CH2:4][CH2:5][CH2:6][N:7]1[C:15]2[C:10](=[CH:11][C:12]([I:16])=[CH:13][CH:14]=2)[C:9]([NH2:17])=[N:8]1)[CH3:19] |f:4.5.6|. Reported procedure: In 15 ml of absolute ethyl alcohol was dissolved 1.50 g of 1-(3-diethylaminopropyl)-3-amino-5-iodoindazole, and into the solution was introduced dried hydrogen chloride gas under cooling with ice. To the solution was added anhydrous diethyl ether to separate crystals. Then the crystals were obtained by filtration and dried to give 1-(3-diethylaminopropyl)-3-amino-5-iodoindazole dihydrochloride having the following analytical value. The reactants are C(C1=CC=CC=C1)N1C2CCC(C12)(F)F (6-benzyl-2,2-difluoro-6-azabicyclo[3.1.0]hexane), C(C)(=O)O (acetic acid). Solvent: CC#N (CH3CN). Reaction conditions: temperature 80 celsius. Product: C(C)(=O)O[C@H]1[C@@H](C(CC1)(F)F)NCC1=CC=CC=C1 (trans-2-(benzylamino)-3,3-difluorocyclopentyl acetate). RXN SMILES: [CH2:1]([N:8]1[CH:13]2[CH:9]1[CH2:10][CH2:11][C:12]2([F:15])[F:14])[C:2]1[CH:7]=[CH:6][CH:5]=[CH:4][CH:3]=1.[C:16]([OH:19])(=[O:18])[CH3:17]>CC#N>[C:16]([O:19][C@@H:9]1[CH2:10][CH2:11][C:12]([F:15])([F:14])[C@H:13]1[NH:8][CH2:1][C:2]1[CH:7]=[CH:6][CH:5]=[CH:4][CH:3]=1)(=[O:18])[CH3:17]. Procedure: To a stirred solution of 6-benzyl-2,2-difluoro-6-azabicyclo[3.1.0]hexane (25 mg, 0.11 mmol) in CH3CN (1 mL), acetic acid (1 mL) was added at room temperature. The reaction mixture was heated to 80° C. for 16 h, cooled to room temperature and concentrated in vacuo. Purification of the residue on a silica gel column with 0 to 20% EtOAc/Hexanes afforded trans-2-(benzylamino)-3,3-difluorocyclopentyl acetate. MS ESI calc'd. for C14H17F2NO2 [M+H]+ 270. found 270. Starting materials: COc1cc(C(O)c2cccnc2)ccc1OCc1ccccc1, [K+], [K], O=[Mn](=O)(=O)[O-], O. Product: COc1cc(C(=O)c2cccnc2)ccc1OCc1ccccc1. As a reaction SMILES: [CH2:1]([c:2]1[cH:3][cH:4][cH:5][cH:6][cH:7]1)[O:8][c:9]1[cH:10][cH:11][c:12]([CH:17]([OH:18])[c:19]2[cH:20][n:21][cH:22][cH:23][cH:24]2)[cH:13][c:14]1[O:15][CH3:16].[K+:31].[K:25].[Mn:26]([O-:27])(=[O:28])(=[O:29])=[O:30].[OH2:32]>>[CH2:1]([c:2]1[cH:3][cH:4][cH:5][cH:6][cH:7]1)[O:8][c:9]1[cH:10][cH:11][c:12]([C:17](=[O:18])[c:19]2[cH:20][n:21][cH:22][cH:23][cH:24]2)[cH:13][c:14]1[O:15][CH3:16]. Starting materials: COC1=CC=C(C=N1)C(\C=C\C1=C(N=CS1)C)=O ((E)-1-(6-methoxypyridin-3-yl)-3-(4-methylthiazol-5-yl)prop-2-en-1-one), BrC1=CC=C(C=C1)B(O)O (4-bromophenylboronic acid), C(O)([O-])=O.[Na+] (sodium hydrogencarbonate). The reagents and catalysts are C1/C=C\CC/C=C\C1.C1/C=C\CC/C=C\C1.[Cl-].[Cl-].[Rh].[Rh] (chloro(1,5-cyclooctadiene)rhodium(I) dimer). The solvent is O1CCOCC1 (1,4-dioxane), O (water). The product is BrC1=CC=C(C=C1)C(CC(=O)C=1C=NC(=CC1)OC)C1=C(N=CS1)C (3-(4-Bromophenyl)-1-(6-methoxypyridin-3-yl)-3-(4-methylthiazol-5-yl)propan-1-one). As a reaction SMILES: [CH3:1][O:2][C:3]1[N:8]=[CH:7][C:6]([C:9](=[O:18])/[CH:10]=[CH:11]/[C:12]2[S:16][CH:15]=[N:14][C:13]=2[CH3:17])=[CH:5][CH:4]=1.[Br:19][C:20]1[CH:25]=[CH:24][C:23](B(O)O)=[CH:22][CH:21]=1.C(=O)([O-])O.[Na+]>O1CCOCC1.O.C1CC=CCCC=C1.C1CC=CCCC=C1.[Cl-].[Cl-].[Rh].[Rh]>[Br:19][C:20]1[CH:25]=[CH:24][C:23]([CH:11]([C:12]2[S:16][CH:15]=[N:14][C:13]=2[CH3:17])[CH2:10][C:9]([C:6]2[CH:7]=[N:8][C:3]([O:2][CH3:1])=[CH:4][CH:5]=2)=[O:18])=[CH:22][CH:21]=1 |f:2.3,6.7.8.9.10.11|. Procedure: In analogy to example 203, step 1, (E)-1-(6-methoxypyridin-3-yl)-3-(4-methylthiazol-5-yl)prop-2-en-1-one was reacted with 4-bromophenylboronic acid in the presence of chloro(1,5-cyclooctadiene)rhodium(I) dimer and sodium hydrogencarbonate in 1,4-dioxane and water at 60° C. to give the title compound as a yellow solid, MS (ESI+): m/z=419.1 [M+H]+. The product is ClC1=NC=CC2=CC(=CC=C12)OC1CNCCC1 (1-chloro-6-(piperidin-3-yloxy)isoquinoline). Reported procedure: Trifluoroacetic acid (1 ml) and dichloromethane (5 ml) were added to 3-(1-chloro-isoquinolin-6-yloxy)piperidine-1-carboxylic acid tert-butyl ester (370 mg) and the mixture stirred at ambient temperature for 48 h. The mixture was concentrated in vacuo then loaded onto a pre-acidified SCX column using methanol and eluted with 2M ammonia in methanol to afford 1-chloro-6-(piperidin-3-yloxy)isoquinoline (180 mg). Yield: 67.2%. The reactants are FC(C(=O)O)(F)F (Trifluoroacetic acid), C(C)(C)(C)OC(=O)N1CC(CCC1)OC=1C=C2C=CN=C(C2=CC1)Cl (3-(1-chloro-isoquinolin-6-yloxy)piperidine-1-carboxylic acid tert-butyl ester). Run in ClCCl (dichloromethane). Conditions: time 48 hour. Reaction SMILES: FC(F)(F)C(O)=O.C(OC([N:15]1[CH2:20][CH2:19][CH2:18][CH:17]([O:21][C:22]2[CH:23]=[C:24]3[C:29](=[CH:30][CH:31]=2)[C:28]([Cl:32])=[N:27][CH:26]=[CH:25]3)[CH2:16]1)=O)(C)(C)C>ClCCl>[Cl:32][C:28]1[C:29]2[C:24](=[CH:23][C:22]([O:21][CH:17]3[CH2:18][CH2:19][CH2:20][NH:15][CH2:16]3)=[CH:31][CH:30]=2)[CH:25]=[CH:26][N:27]=1. As a reaction SMILES: [NH2:1][CH:2]1COC2C=CC=C(OCC3C=CC=CC=3)C=2OC1C#N.[O:23]=[C:24]1[CH2:30][O:29][C:28]2[CH:31]=[CH:32][CH:33]=[C:34]([O:35][CH2:36][C:37]3[CH:42]=[CH:41][CH:40]=[CH:39][CH:38]=3)[C:27]=2[O:26][CH2:25]1.[C-]#N.[K+]>>[OH:23][C:24]1([C:2]#[N:1])[CH2:30][O:29][C:28]2[CH:31]=[CH:32][CH:33]=[C:34]([O:35][CH2:36][C:37]3[CH:38]=[CH:39][CH:40]=[CH:41][CH:42]=3)[C:27]=2[O:26][CH2:25]1 |f:2.3|. Reactants: NC1C(OC2=C(OC1)C=CC=C2OCC2=CC=CC=C2)C#N (3-amino-4-cyano-6-benzyloxy-3,4-dihydro-2H-1,5-benzodioxepin), O=C1COC2=C(OC1)C=CC=C2OCC2=CC=CC=C2 (3-oxo-6-benzyloxy-3,4-dihydro-2H-1,5-benzodioxepin), 3-keto, [C-]#N.[K+] (potassium cyanide). The product is OC1(COC2=C(OC1)C=CC=C2OCC2=CC=CC=C2)C#N (3-hydroxy-3-cyano-6-benzyloxy-3,4-dihydro-2H-1,5-benzodioxepin). Reported procedure: The 3-amino-4-cyano-6-benzyloxy-3,4-dihydro-2H-1,5-benzodioxepin and/or its 9-benzyloxy isomer is converted to 3-oxo-6-benzyloxy-3,4-dihydro-2H-1,5-benzodioxepin by the procedure described in Example 1, Step C, and the 3-keto compound then reacted with potassium cyanide by either the process of Step D of Example 1 or the alternative procedure there described to provide 3-hydroxy-3-cyano-6-benzyloxy-3,4-dihydro-2H-1,5-benzodioxepin. This product then is reduced with lithium aluminum hydride by th... The reactants are Cc1nc[nH]c1C=C1C(=O)Nc2ccc([N+](=O)[O-])c(Br)c21, O=C([O-])[O-], COCCOC, [Na+], [Na+], CN(C)C=O, OB(O)c1ccccc1. The product is Cc1nc[nH]c1C=C1C(=O)Nc2ccc([N+](=O)[O-])c(-c3ccccc3)c21. Reaction SMILES: [Br:1][c:2]1[c:3]2[c:7]([cH:8][cH:9][c:10]1[N+:11](=[O:12])[O-:13])[NH:6][C:5](=[O:14])[C:4]2=[CH:15][c:16]1[c:17]([CH3:21])[n:18][cH:19][nH:20]1.[C:31](=[O:32])([O-:33])[O-:34].[CH3:42][O:43][CH2:44][CH2:45][O:46][CH3:47].[Na+:35].[Na+:36].[O:37]=[CH:38][N:39]([CH3:40])[CH3:41].[c:22]1([B:28]([OH:29])[OH:30])[cH:23][cH:24][cH:25][cH:26][cH:27]1>>[c:2]1(-[c:22]2[cH:23][cH:24][cH:25][cH:26][cH:27]2)[c:3]2[c:7]([cH:8][cH:9][c:10]1[N+:11](=[O:12])[O-:13])[NH:6][C:5](=[O:14])[C:4]2=[CH:15][c:16]1[c:17]([CH3:21])[n:18][cH:19][nH:20]1.